This data is from the Open Reaction Database (ORD), a public repository of structured organic reaction records. The task is: describe an organic reaction: reactants, conditions, products, and yield Reactants: ClC=1C2=C(N=CN1)C=NC=C2 (4-chloro-pyrido[3,4-d]pyrimidine), CC1=CC=C2CCNC2=C1C (6,7-dimethylindoline), N1=CC=CC=C1 (pyridine). Run in C(C)(C)O (isopropanol). The product is CC1=CC=C2CCN(C2=C1C)C=1C2=C(N=CN1)C=NC=C2 (4-(6,7dimethyl-2,3-dihydro-indol-1-yl)-pyrido[3,4-d]pyrimidine). The yield is 17.9%. Reaction SMILES: Cl[C:2]1[C:3]2[CH:11]=[CH:10][N:9]=[CH:8][C:4]=2[N:5]=[CH:6][N:7]=1.[CH3:12][C:13]1[C:21]([CH3:22])=[C:20]2[C:16]([CH2:17][CH2:18][NH:19]2)=[CH:15][CH:14]=1.N1C=CC=CC=1>C(O)(C)C>[CH3:12][C:13]1[C:21]([CH3:22])=[C:20]2[C:16]([CH2:17][CH2:18][N:19]2[C:2]2[C:3]3[CH:11]=[CH:10][N:9]=[CH:8][C:4]=3[N:5]=[CH:6][N:7]=2)=[CH:15][CH:14]=1. Procedure details: To 4-chloro-pyrido[3,4-d]pyrimidine (200 mg, 1.21 mmol) in isopropanol (3 mL) was added 6,7-dimethylindoline (211 mg, 1.44 mmol) and pyridine (190 mg, 2.41 mmol). The mixture was heated to reflux under an atmosphere of dry N2(g) for 6hours. Solvent was removed in vacuo and the residue was dissolved in CHCl3 and washed with saturated aqueous Na2CO3. The organic phase was dried over Na2SO4, concentrated in vacuo, and flash chromatographed on silica in 45% acetone/hexanes to afford 60 mg of 4-(6,7d... Reactants: C[Si](C)(C)C=[N+]=[N-], CO, CN(C)C=O, CCCCCC, O=c1cc(CO)[nH]cc1OCc1ccc(Cl)cc1. Yields the product COc1cc(CO)ncc1OCc1ccc(Cl)cc1. RXN SMILES: [CH3:19][Si:20]([CH:21]=[N+:22]=[N-:23])([CH3:24])[CH3:25].[CH3:26][OH:27].[CH3:28][N:29]([CH3:30])[CH:31]=[O:32].[CH3:33][CH2:34][CH2:35][CH2:36][CH2:37][CH3:38].[Cl:1][c:2]1[cH:3][cH:4][c:5]([CH2:6][O:7][c:8]2[c:9](=[O:16])[cH:10][c:11]([CH2:14][OH:15])[nH:12][cH:13]2)[cH:17][cH:18]1>>[Cl:1][c:2]1[cH:3][cH:4][c:5]([CH2:6][O:7][c:8]2[c:9]([O:16][CH3:19])[cH:10][c:11]([CH2:14][OH:15])[n:12][cH:13]2)[cH:17][cH:18]1. The reactants are C(C)OC(=O)C=1C(=NC(=C(C1C(=O)OCC)[N+](=O)[O-])C1=CC=CC=C1)N(C)C (3,4-diethoxycarbonyl-2-dimethylamino-5-nitro-6-phenylpyridine), whereto. Reagents/catalysts: [Pd] (Pd-C). Solvent: C(C)(=O)OCC (ethyl acetate). Reaction conditions: time 5.5 hour. Yields the product NC=1C(=NC(=C(C1C(=O)OCC)C(=O)OCC)N(C)C)C1=CC=CC=C1 (3-Amino-4,5-diethoxycarbonyl-6-dimethylamino-2-phenylpyridine). Reaction SMILES: [CH2:1]([O:3][C:4]([C:6]1[C:7]([N:26]([CH3:28])[CH3:27])=[N:8][C:9]([C:20]2[CH:25]=[CH:24][CH:23]=[CH:22][CH:21]=2)=[C:10]([N+:17]([O-])=O)[C:11]=1[C:12]([O:14][CH2:15][CH3:16])=[O:13])=[O:5])[CH3:2]>C(OCC)(=O)C.[Pd]>[NH2:17][C:10]1[C:9]([C:20]2[CH:21]=[CH:22][CH:23]=[CH:24][CH:25]=2)=[N:8][C:7]([N:26]([CH3:28])[CH3:27])=[C:6]([C:4]([O:3][CH2:1][CH3:2])=[O:5])[C:11]=1[C:12]([O:14][CH2:15][CH3:16])=[O:13]. Procedure details: In 2 ml of ethyl acetate Was dissolved 52 mg of 3,4-diethoxycarbonyl-2-dimethylamino-5-nitro-6-phenylpyridine, whereto 50 mg of 10% Pd-C (50% wet) was added. Catalytic reduction reaction was conducted for 5.5 hours. After the catalyst was removed, the solvent was distilled off and the residue was purified by silica gel column chromatography (eluent: ethyl acetate/hexane 1:2). Reactants: ClCCl, CC#N, CCOC(C)=O, Cc1nsc2cc(Cl)c([N+](=O)[O-])cc12, [F-], [K+], C1COCCOCCOCCOCCOCCO1. Product: Cc1nsc2cc(F)c([N+](=O)[O-])cc12. Reaction SMILES: [CH2:35]([Cl:36])[Cl:37].[CH3:38][C:39]#[N:40].[CH3:41][CH2:42][O:43][C:44](=[O:45])[CH3:46].[Cl:1][c:2]1[cH:3][c:4]2[c:5]([c:6]([CH3:9])[n:7][s:8]2)[cH:10][c:11]1[N+:12](=[O:13])[O-:14].[F-:15].[K+:16].[O:17]1[CH2:18][CH2:19][O:20][CH2:21][CH2:22][O:23][CH2:24][CH2:25][O:26][CH2:27][CH2:28][O:29][CH2:30][CH2:31][O:32][CH2:33][CH2:34]1>>[c:2]1([F:15])[cH:3][c:4]2[c:5]([c:6]([CH3:9])[n:7][s:8]2)[cH:10][c:11]1[N+:12](=[O:13])[O-:14]. Reactants: [OH-].[Na+] (NaOH), C(C)OC(CC=1C(OC2=CC(=C(C=C2C1C1=CC(=CC=C1)Br)C)Cl)=O)=O (ethyl[4-(3-bromophenyl)-7-chloro-6-methyl-2-oxo-2H-chromen-3-yl]acetate), Cl (HCl). The solvent is C(C)O (ethanol). Reaction conditions: temperature 70 celsius, time 1 hour. Yields the product BrC=1C=C(C=CC1)C1=C(C(OC2=CC(=C(C=C12)C)Cl)=O)CC(=O)O ([4-(3-bromophenyl)-7-chloro-6-methyl-2-oxo-2H-chromen-3-yl]acetic acid). The yield is 96.2%. RXN SMILES: [OH-].[Na+].C([O:5][C:6](=[O:28])[CH2:7][C:8]1[C:9](=[O:27])[O:10][C:11]2[C:16]([C:17]=1[C:18]1[CH:23]=[CH:22][CH:21]=[C:20]([Br:24])[CH:19]=1)=[CH:15][C:14]([CH3:25])=[C:13]([Cl:26])[CH:12]=2)C.Cl>C(O)C>[Br:24][C:20]1[CH:19]=[C:18]([C:17]2[C:16]3[C:11](=[CH:12][C:13]([Cl:26])=[C:14]([CH3:25])[CH:15]=3)[O:10][C:9](=[O:27])[C:8]=2[CH2:7][C:6]([OH:28])=[O:5])[CH:23]=[CH:22][CH:21]=1 |f:0.1|. Procedure details: 2N NaOH (51.6 ml) was added to a mixture of ethyl[4-(3-bromophenyl)-7-chloro-6-methyl-2-oxo-2H-chromen-3-yl]acetate (15 g) and ethanol (135 ml), and the mixture was stirred at 70° C. for 1 hour. After the mixture was cooled to 25° C., pH was adjusted to 2.0 by adding 6N HCl (17.7 ml) dropwise at the same temperature to make crystals precipitate. After the mixture was stirred at 25° C. for 1 hour, crystals were collected, washed with ethanol/water (2/1, 30 ml) and dried under reduced pressure to ... The reactants are C(C(=C)C)(=O)OCCCO (hydroxypropyl methacrylate), C1(C=CC(C=C1)=O)=O (p-benzoquinone), 2,4-isomer, 2,6-isomer, CC=1C(N=C=O)=CC(N=C=O)=CC1 (toluene diisocyanate), OCC(O)CO (glycerine). Run in C=CC1=CC=CC=C1 (styrene). Reaction conditions: temperature 55 celsius, time 30 minute. The product is C(C=C)(=O)O.NC(=O)OCC (urethane acrylate). RXN SMILES: [C:1]([O:6]CCCO)(=[O:5])[C:2](C)=[CH2:3].[C:11]1(=[O:18])[CH:16]=CC(=O)C=C1.CC1C(=CC(=CC=1)N=C=O)[N:22]=[C:23]=[O:24].OCC(CO)O>C=CC1C=CC=CC=1>[C:1]([OH:6])(=[O:5])[CH:2]=[CH2:3].[NH2:22][C:23]([O:18][CH2:11][CH3:16])=[O:24] |f:5.6|. Procedure: A vinyl terminated, fully reacted urethane acrylate was prepared from the glycerine-modified hydroxyalkylated novolac of Example 16 in the following manner: A mixture of 1155 parts of styrene solvent, 415 parts of hydroxypropyl methacrylate, and 0.4 parts of p-benzoquinone was stirred while 519 parts of toluene diisocyanate (a mixture of approximately 80 percent 2,4-isomer and 20 percent 2,6-isomer) was added slowly so that the temperature did not exceed 45° C. The temperature was then raised to... The reactants are [BH4-].[Na+] (sodium tetrahydroborate), C(C1=CC=CC=C1)OC=1C(=NC=C(C(=O)OC)C1)Cl (methyl 5-(benzyloxy)-6-chloronicotinate), O (Water). Run in C(C)O (ethanol). Conditions: temperature 60 celsius, time 3 hour. Product: C(C1=CC=CC=C1)OC=1C=C(C=NC1Cl)CO ((5-(benzyloxy)-6-chloropyridin-3-yl)methanol). The yield is 65.2%. As a reaction SMILES: [CH2:1]([O:8][C:9]1[C:10]([Cl:19])=[N:11][CH:12]=[C:13]([CH:18]=1)[C:14](OC)=[O:15])[C:2]1[CH:7]=[CH:6][CH:5]=[CH:4][CH:3]=1.[BH4-].[Na+].O>C(O)C>[CH2:1]([O:8][C:9]1[CH:18]=[C:13]([CH2:14][OH:15])[CH:12]=[N:11][C:10]=1[Cl:19])[C:2]1[CH:3]=[CH:4][CH:5]=[CH:6][CH:7]=1 |f:1.2|. Procedure details: To a suspension of methyl 5-(benzyloxy)-6-chloronicotinate (3.00 g) in ethanol (40 mL) was added sodium tetrahydroborate (1.02 g), and the mixture was stirred at 60° C. for 3 hr. Water was added to the reaction mixture at 0° C., and the mixture was extracted with ethyl acetate. The extract was washed with water and saturated brine, and dried over anhydrous magnesium sulfate. The solvent was evaporated under reduced pressure, and the residue was purified by silica gel column chromatography (ethyl... Procedure details: 7-Amino-3-cephem-4-carboxylic acid (2.54 g.) was dissolved in a solution of trimethylsilylacetamide (11.7 g.) and bis(trimethylsilyl)acetamide (15 ml.) in dried ethyl acetate (50 ml.) A solution of bromine (2.43 g.) in dried methylene chloride (10 ml.) was added dropwise to a solution of diketene (1.28 g.) in dried methylene chloride (25 ml.) at -30° C. over 10 minutes and stirred at the same temperature for 1.5 hours. The solution was added to the above solution containing 7-amino-3-cephem-4-ca... Run at time 1.5 hour. Yield: 61.2%. Reactants: NC1[C@@H]2N(C(=CCS2)C(=O)O)C1=O (7-Amino-3-cephem-4-carboxylic acid), BrBr (bromine), O (Water), resultant solution, NC1[C@@H]2N(C(=CCS2)C(=O)O)C1=O (7-amino-3-cephem-4-carboxylic acid), C=C1CC(=O)O1 (diketene). The solvent is C[Si](C)(C)CC(=O)N (trimethylsilylacetamide), C[Si](C)(C)C(C(=O)N)[Si](C)(C)C (bis(trimethylsilyl)acetamide), C(C)(=O)OCC (ethyl acetate), C(Cl)Cl (methylene chloride), C(Cl)Cl (methylene chloride). The product is BrCC(=O)CC(=O)NC1[C@@H]2N(C(=CCS2)C(=O)O)C1=O (7-[2-(2-bromoacetyl)acetamido]-3-cephem-4-carboxylic acid). Reaction SMILES: [NH2:1][CH:2]1[C:12](=[O:13])[N:4]2[C:5]([C:9]([OH:11])=[O:10])=[CH:6][CH2:7][S:8][C@H:3]12.[Br:14]Br.[CH2:16]=[C:17]1[O:21][C:19](=[O:20])[CH2:18]1.O>C[Si](CC(N)=O)(C)C.C[Si](C([Si](C)(C)C)C(N)=O)(C)C.C(OCC)(=O)C.C(Cl)Cl>[Br:14][CH2:21][C:17]([CH2:18][C:19]([NH:1][CH:2]1[C:12](=[O:13])[N:4]2[C:5]([C:9]([OH:11])=[O:10])=[CH:6][CH2:7][S:8][C@H:3]12)=[O:20])=[O:16]. Reaction SMILES: [Br:1][c:2]1[cH:3][cH:4][c:5]2[c:6]([cH:21]1)[C:7]([c:13]1[s:14][cH:15][cH:16][cH:17]1)([CH:18]([CH3:19])[CH3:20])[O:8][CH2:9][C:10](=[O:12])[NH:11]2.[Cl:22][c:23]1[cH:24][c:25]([B:30]([OH:31])[OH:32])[cH:26][cH:27][c:28]1[F:29]>>[c:2]1(-[c:25]2[cH:24][c:23]([Cl:22])[c:28]([F:29])[cH:27][cH:26]2)[cH:3][cH:4][c:5]2[c:6]([cH:21]1)[C:7]([c:13]1[s:14][cH:15][cH:16][cH:17]1)([CH:18]([CH3:19])[CH3:20])[O:8][CH2:9][C:10](=[O:12])[NH:11]2. The product is CC(C)C1(c2cccs2)OCC(=O)Nc2ccc(-c3ccc(F)c(Cl)c3)cc21. Starting materials: CC(C)C1(c2cccs2)OCC(=O)Nc2ccc(Br)cc21, OB(O)c1ccc(F)c(Cl)c1. Reactants: COC=1C=CC=C2C=CC(=NC12)C (8-methoxy-2-methyl-quinoline), BrBr (bromine). The product is BrC1=C2C=CC(=NC2=C(C=C1)OC)C (5-Bromo-8-methoxy-2-methyl-quinoline). The yield is 86.6%. As a reaction SMILES: [CH3:1][O:2][C:3]1[CH:4]=[CH:5][CH:6]=[C:7]2[C:12]=1[N:11]=[C:10]([CH3:13])[CH:9]=[CH:8]2.[Br:14]Br>>[Br:14][C:6]1[CH:5]=[CH:4][C:3]([O:2][CH3:1])=[C:12]2[C:7]=1[CH:8]=[CH:9][C:10]([CH3:13])=[N:11]2. Procedure: Prepared using the same procedure described in Example 78 from 8-methoxy-2-methyl-quinoline [CAS 3033-80-5] (1.21 g, 6.96 mmol) and bromine (1.35 g, 8.42 mmol) to afford titled compound as a yellow solid (1.52 g, 86%). 1H NMR (DMSO-d6) 8.30 (d. J=8.4, 1H), 7.76 (d. J=8.4, 1H), 7.57 (d. J=8.4, 1H), 7.10 (d. J=8.4, 1H), 3.93 (s, 3H), 2.66 (s, 3H). LC/MS (Method B) 2.07 min, [M+1]+ 252/254.